Dataset: the Open Reaction Database (ORD), a public repository of structured organic reaction records. Task: describe an organic reaction: reactants, conditions, products, and yield The reactants are C=CCBr, O=C([O-])O, O=C(O)C(=O)O, Cc1ccc(Cn2c(NC3CCNCC3)nc3cccnc32)o1, CCO, [Na+]. Product: C=CCN1CCC(Nc2nc3cccnc3n2Cc2ccc(C)o2)CC1. RXN SMILES: [Br:1][CH2:2][CH:3]=[CH2:4].[C:34](=[O:35])([O-:36])[OH:37].[C:5]([OH:6])(=[O:7])[C:8]([OH:9])=[O:10].[CH3:11][c:12]1[cH:13][cH:14][c:15]([CH2:17][n:18]2[c:19]([NH:27][CH:28]3[CH2:29][CH2:30][NH:31][CH2:32][CH2:33]3)[n:20][c:21]3[c:22]2[n:23][cH:24][cH:25][cH:26]3)[o:16]1.[CH3:39][CH2:40][OH:41].[Na+:38]>>[CH2:2]=[CH:3][CH2:4][N:31]1[CH2:30][CH2:29][CH:28]([NH:27][c:19]2[n:18]([CH2:17][c:15]3[cH:14][cH:13][c:12]([CH3:11])[o:16]3)[c:22]3[c:21]([n:20]2)[cH:26][cH:25][cH:24][n:23]3)[CH2:33][CH2:32]1. The reactants are BrC1=CC(=C(C=C1)N1C(NC2=C1C(=C(C(=C2OC)[N+](=O)[O-])F)F)=O)F (1-(4-bromo-2-fluoro-phenyl)-6,7-difluoro-4-methoxy-5-nitro-1,3-dihydro-benzoimidazol-2-one). The reagents and catalysts are [Zn] (zinc). Yields the product NC1=C(C2=C(N(C(N2)=O)C2=C(C=C(C=C2)Br)F)C(=C1F)F)OC (5-Amino-1-(4-bromo-2-fluoro-phenyl)-6,7-difluoro-4-methoxy-1,3-dihydro-benzoimidazol-2-one). Isolated yield 91.6%. Reaction SMILES: [Br:1][C:2]1[CH:7]=[CH:6][C:5]([N:8]2[C:12]3[C:13]([F:23])=[C:14]([F:22])[C:15]([N+:19]([O-])=O)=[C:16]([O:17][CH3:18])[C:11]=3[NH:10][C:9]2=[O:24])=[C:4]([F:25])[CH:3]=1>[Zn]>[NH2:19][C:15]1[C:14]([F:22])=[C:13]([F:23])[C:12]2[N:8]([C:5]3[CH:6]=[CH:7][C:2]([Br:1])=[CH:3][C:4]=3[F:25])[C:9](=[O:24])[NH:10][C:11]=2[C:16]=1[O:17][CH3:18]. Procedure details: Intermediate I-12a was prepared from 1-(4-bromo-2-fluoro-phenyl)-6,7-difluoro-4-methoxy-5-nitro-1,3-dihydro-benzoimidazol-2-one (2 g, 0.00478 mol) and zinc powder (1.9 g, 0.0287 mol) using procedures analogous to those described above for the preparation of Intermediate I-11a to afford 1.7 g of the product (95% yield). H1NMR (DMSO-d6, 300 MHz): δ 11.52 (s, 114), 7.83 (dd, 1H), 7.62-7.55 (m, 2H), 4.99 (s, 2H), 3.75 (s, 3H). The reactants are CC(=O)O, CCOCCCCCOCCCCCO, O, O=S(=O)(O)O. Product: CCOCCCCCOCCCCC(=O)O. Reaction SMILES: [C:22]([OH:23])(=[O:24])[CH3:25].[CH2:2]([CH2:3][CH2:4][CH2:5][CH2:6][O:7][CH2:8][CH2:9][CH2:10][CH2:11][CH2:12][O:13][CH2:14][CH3:15])[OH:16].[OH2:1].[S:17](=[O:18])(=[O:19])([OH:20])[OH:21]>>[OH:1][C:2]([CH2:3][CH2:4][CH2:5][CH2:6][O:7][CH2:8][CH2:9][CH2:10][CH2:11][CH2:12][O:13][CH2:14][CH3:15])=[O:16]. The reactants are C1(CCCC1)=O (cyclopentanone), BrC1=C(C=CC=C1)C(F)(F)F (1-bromo-2-(trifluoromethyl)benzene), dry ice IPA, [Li]CCCC (BuLi). Run in C1CCOC1 (THF), C1CCOC1 (THF). Reaction conditions: temperature -78 celsius, time 40 minute. The product is FC(C1=C(C=CC=C1)C1(CCCC1)O)(F)F (1-(2-(Trifluoromethyl)phenyl)cyclopentanol). Yield: 48.9%. Reaction SMILES: Br[C:2]1[CH:7]=[CH:6][CH:5]=[CH:4][C:3]=1[C:8]([F:11])([F:10])[F:9].[Li]CCCC.[C:17]1(=[O:22])[CH2:21][CH2:20][CH2:19][CH2:18]1>C1COCC1>[F:9][C:8]([F:11])([F:10])[C:3]1[CH:4]=[CH:5][CH:6]=[CH:7][C:2]=1[C:17]1([OH:22])[CH2:21][CH2:20][CH2:19][CH2:18]1. Reported procedure: A solution of 1-bromo-2-(trifluoromethyl)benzene (0.5 g, 2.222 mmol) in anhydrous THF (10 mL) was cooled to −78° C. (dry ice IPA bath) under argon atmosphere. BuLi (2.5 M in hexanes, 1.068 mL, 2.67 mmol) was added in drops with efficient stirring. The reaction mixture was stirred at −78° C. for 40 min. A solution of cyclopentanone (0.243 g, 2.89 mmol) in anhydrous THF (1.5 mL) was added slowly (in drops) at −78° C. The reaction mixture was stirred at −78° C. for 30 min, gradually brought to room... Reactants: O=C(O)c1ccc(Br)cc1Cl, O=C([O-])[O-], CN(C)C=O, Cc1ccccc1, CI, [K+], [K+], [Mg+2], [Na+], [Na+], O=S(=O)([O-])[O-], O, O, O, O, O, O, O, O, O, O, O, O=S(=O)([O-])[O-]. Yields the product OCc1ccc(Br)cc1Cl. Reaction SMILES: [Br:9][c:10]1[cH:11][c:12]([Cl:19])[c:13]([C:14](=[O:15])[OH:16])[cH:17][cH:18]1.[C:1](=[O:2])([O-:3])[O-:4].[CH3:43][N:44]([CH3:45])[CH:46]=[O:47].[CH3:48][c:49]1[cH:50][cH:51][cH:52][cH:53][cH:54]1.[CH3:7][I:8].[K+:5].[K+:6].[Mg+2:37].[Na+:35].[Na+:36].[O-:38][S:39](=[O:40])(=[O:41])[O-:42].[OH2:20].[OH2:21].[OH2:22].[OH2:23].[OH2:24].[OH2:25].[OH2:26].[OH2:27].[OH2:28].[OH2:29].[OH2:55].[S:30]([O-:31])([O-:32])(=[O:33])=[O:34]>>[Br:9][c:10]1[cH:11][c:12]([Cl:19])[c:13]([CH2:14][OH:15])[cH:17][cH:18]1. Starting materials: NC1=CC2=C(C(CO2)C(=O)OC)C=C1 (methyl 6-amino-2,3-dihydro-1-benzofuran-3-carboxylate), [N-]=[N+]=[N-].[Na+] (sodium azide), C(OCC)(OCC)OCC (triethyl orthoformate). Solvent: C(C)(=O)O (acetic acid). Product: N1(N=NN=C1)C1=CC2=C(C(CO2)C(=O)OC)C=C1 (methyl 6-(1H-tetrazol-1-yl)-2,3-dihydro-1-benzofuran-3-carboxylate). Reaction SMILES: [NH2:1][C:2]1[CH:14]=[CH:13][C:5]2[CH:6]([C:9]([O:11][CH3:12])=[O:10])[CH2:7][O:8][C:4]=2[CH:3]=1.[N-:15]=[N+:16]=[N-:17].[Na+].[CH:19](OCC)(OCC)OCC>C(O)(=O)C>[N:1]1([C:2]2[CH:14]=[CH:13][C:5]3[CH:6]([C:9]([O:11][CH3:12])=[O:10])[CH2:7][O:8][C:4]=3[CH:3]=2)[CH:19]=[N:17][N:16]=[N:15]1 |f:1.2|. Procedure details: A solution of methyl 6-amino-2,3-dihydro-1-benzofuran-3-carboxylate (2.51 g, 13 mmol), sodium azide (1.01 g, 15.6 mmol) and triethyl orthoformate (5.92 g, 40 mmol) in 30 mL of acetic acid was heated to 100° C. for 3 hrs. After the reaction was completed, the mixture was cooled to ambient temperature and the solvent was removed under vacuum. The residue was diluted with EtOAc, washed with brine, dried over anhydrous Na2SO4 and concentrated. The residue was purified with silica gel column chromato... Starting materials: C(Cl)Cl (methylene chloride), SC=1SC2=C(N1)CCCC2 (2-mercapto-4,5,6,7-tetrahydrobenzothiazole), BrC(C(=O)O)C1=CC=CC=C1 (α-bromophenylacetic acid). Run in C(C)N(CC)CC (triethylamine). Yields the product C1(=CC=CC=C1)C(C(=O)O)SC=1SC2=C(N1)CCCC2 (α-Phenyl-α-[(4,5,6,7-tetrahydrobenzothiazol-2-yl)thio]acetic acid). The yield is 77.0%. As a reaction SMILES: C(Cl)Cl.[SH:4][C:5]1[S:6][C:7]2[CH2:13][CH2:12][CH2:11][CH2:10][C:8]=2[N:9]=1.Br[CH:15]([C:19]1[CH:24]=[CH:23][CH:22]=[CH:21][CH:20]=1)[C:16]([OH:18])=[O:17]>C(N(CC)CC)C>[C:19]1([CH:15]([S:4][C:5]2[S:6][C:7]3[CH2:13][CH2:12][CH2:11][CH2:10][C:8]=3[N:9]=2)[C:16]([OH:18])=[O:17])[CH:24]=[CH:23][CH:22]=[CH:21][CH:20]=1. Reported procedure: A methylene chloride solution of 5.13 g (0.03 m) 2-mercapto-4,5,6,7-tetrahydrobenzothiazole, α-bromophenylacetic acid and 6.0 g (0.06 m) triethylamine is heated to gentle reflux overnight. The solution is extracted twice with a dilute hydrochloric acid solution, once with water and is then dried over anhydrous MgSO4. The residual solid after solvent removal is recrystallized from acetonitrile. 7.0 g (77% yield) of title compound, melting at 118°-20° C., is obtained. Reactants: resultant mixture, Ice, NC=1C=C(C=CC1)C1(CCN(CC1)CCCCCC)CCC (4-(3-aminophenyl)-N-hexyl-4-n-propylpiperidine), C(C)S(=O)(=O)Cl (ethanesulfonyl chloride), ClCCl (dichloromethane). Run in N1=CC=CC=C1 (pyridine). Reaction conditions: time 15 minute. The product is N (ammonia), C(C)S(=O)(=O)NC=1C=C(C=CC1)C1(CCN(CC1)CCCCCC)CCC (4-(3-Ethanesulfonylaminophenyl)-N-hexyl-4-n-propylpiperidine). The yield is 119.8%. RXN SMILES: [NH2:1][C:2]1[CH:3]=[C:4]([C:8]2([CH2:20][CH2:21][CH3:22])[CH2:13][CH2:12][N:11]([CH2:14][CH2:15][CH2:16][CH2:17][CH2:18][CH3:19])[CH2:10][CH2:9]2)[CH:5]=[CH:6][CH:7]=1.[CH2:23]([S:25](Cl)(=[O:27])=[O:26])[CH3:24].ClCCl>N1C=CC=CC=1>[NH3:1].[CH2:23]([S:25]([NH:1][C:2]1[CH:3]=[C:4]([C:8]2([CH2:20][CH2:21][CH3:22])[CH2:13][CH2:12][N:11]([CH2:14][CH2:15][CH2:16][CH2:17][CH2:18][CH3:19])[CH2:10][CH2:9]2)[CH:5]=[CH:6][CH:7]=1)(=[O:27])=[O:26])[CH3:24]. Procedure details: To a solution of 4-(3-aminophenyl)-N-hexyl-4-n-propylpiperidine (Preparation 70, 34 mg, 0.11 mmol) in pyridine (0.5 ml) under nitrogen was added ethanesulfonyl chloride (16 ml, 0.17 mmol) and the resultant mixture was stirred overnight. Ice (2 g) was added and, after 15 min, dichloromethane (3 ml) was added and the biphasic mixture was left to stir for 15 min. The layers were separated and the aqueous layer was extracted with dichloromethane (3 ml). The combined extracts were dried (Na2SO4) and ... Starting materials: CCCCc1ccc(-c2cc(-c3ccc(O)cc3)on2)s1, CCCCCCCCC(F)CO, CCOC(=O)N=NC(=O)OCC, C1CCOC1, c1ccc(P(c2ccccc2)c2ccccc2)cc1. Product: CCCCCCCCC(F)COc1ccc(-c2cc(-c3ccc(CCCC)s3)no2)cc1. RXN SMILES: [CH2:1]([CH2:2][CH2:3][CH3:4])[c:5]1[cH:6][cH:7][c:8](-[c:10]2[n:11][o:12][c:13](-[c:15]3[cH:16][cH:17][c:18]([OH:21])[cH:19][cH:20]3)[cH:14]2)[s:9]1.[F:22][CH:23]([CH2:24][OH:25])[CH2:26][CH2:27][CH2:28][CH2:29][CH2:30][CH2:31][CH2:32][CH3:33].[N:53]([C:54]([O:55][CH2:56][CH3:57])=[O:58])=[N:59][C:60]([O:61][CH2:62][CH3:63])=[O:64].[O:65]1[CH2:66][CH2:67][CH2:68][CH2:69]1.[c:34]1([P:35]([c:36]2[cH:37][cH:38][cH:39][cH:40][cH:41]2)[c:42]2[cH:43][cH:44][cH:45][cH:46][cH:47]2)[cH:48][cH:49][cH:50][cH:51][cH:52]1>>[CH2:1]([CH2:2][CH2:3][CH3:4])[c:5]1[cH:6][cH:7][c:8](-[c:10]2[n:11][o:12][c:13](-[c:15]3[cH:16][cH:17][c:18]([O:21][CH2:24][CH:23]([F:22])[CH2:26][CH2:27][CH2:28][CH2:29][CH2:30][CH2:31][CH2:32][CH3:33])[cH:19][cH:20]3)[cH:14]2)[s:9]1.